From a dataset of the Open Reaction Database (ORD), a public repository of structured organic reaction records. describe an organic reaction: reactants, conditions, products, and yield The reactants are C1CCOC1, Nc1cc(F)c(F)cc1C(=O)O. RXN SMILES: [CH2:13]1[O:14][CH2:15][CH2:16][CH2:17]1.[NH2:1][c:2]1[c:3]([C:4](=[O:5])[OH:6])[cH:7][c:8]([F:12])[c:9]([F:11])[cH:10]1>>[NH2:1][c:2]1[c:3]([CH2:4][OH:5])[cH:7][c:8]([F:12])[c:9]([F:11])[cH:10]1. Yields the product Nc1cc(F)c(F)cc1CO.